From a dataset of the Open Reaction Database (ORD), a public repository of structured organic reaction records. describe an organic reaction: reactants, conditions, products, and yield Reaction SMILES: [N:1]([CH:4]([CH2:11][O:12][CH2:13][C:14]1[CH:19]=[CH:18][C:17]([O:20][CH3:21])=[CH:16][CH:15]=1)[CH2:5][N:6]1[CH:10]=[CH:9][N:8]=[CH:7]1)=[N+]=[N-].[H-].[Al+3].[Li+].[H-].[H-].[H-]>O1CCCC1>[NH2:1][CH:4]([CH2:11][O:12][CH2:13][C:14]1[CH:15]=[CH:16][C:17]([O:20][CH3:21])=[CH:18][CH:19]=1)[CH2:5][N:6]1[CH:10]=[CH:9][N:8]=[CH:7]1 |f:1.2.3.4.5.6|. Run in O1CCCC1 (tetrahydrofuran), O1CCCC1 (tetrahydrofuran). The product is NC(CN1C=NC=C1)COCC1=CC=C(C=C1)OC (1-[2-amino-3-[(4-methoxyphenyl)methoxy]propyl]-1H-imidazole). Procedure: A solution of 1-[2-azido-3-[(4-methoxyphenyl)methoxy]propyl]-1H-imidazole (5.1 g, 0.018 mol) in dry tetrahydrofuran (10 ml) was added dropwise to a stirred slurry of lithium aluminium hydride (0.68 g, 0.018 mol) in dry tetrahydrofuran (40 ml) at room temperature under a stream of dry nitrogen. When the addition was complete the reaction mixture was heated under reflux for 18 hours. The solvent was evaporated off under reduced pressure and the residue was extracted with ethyl acetate, washed with... Reactants: N(=[N+]=[N-])C(CN1C=NC=C1)COCC1=CC=C(C=C1)OC (1-[2-azido-3-[(4-methoxyphenyl)methoxy]propyl]-1H-imidazole), [H-].[Al+3].[Li+].[H-].[H-].[H-] (lithium aluminium hydride). The reactants are COc1ccc(CS(=O)(=O)CC(=O)O)cc1[N+](=O)[O-], COc1cc(OC)c(C=O)c(OC)c1, CC(C)O, CC(=O)O, NCc1ccccc1. Yields the product COc1cc(OC)c(C=CS(=O)(=O)Cc2ccc(OC)c([N+](=O)[O-])c2)c(OC)c1. Reaction SMILES: [CH3:1][O:2][c:3]1[c:4]([N+:17](=[O:18])[O-:19])[cH:5][c:6]([CH2:7][S:8](=[O:9])(=[O:10])[CH2:11][C:12]([OH:13])=[O:14])[cH:15][cH:16]1.[CH3:20][O:21][c:22]1[c:23]([CH:24]=[O:25])[c:26]([O:32][CH3:33])[cH:27][c:28]([O:30][CH3:31])[cH:29]1.[CH3:42][CH:43]([OH:44])[CH3:45].[CH3:46][C:47](=[O:48])[OH:49].[NH2:34][CH2:35][c:36]1[cH:37][cH:38][cH:39][cH:40][cH:41]1>>[CH3:1][O:2][c:3]1[c:4]([N+:17](=[O:18])[O-:19])[cH:5][c:6]([CH2:7][S:8](=[O:9])(=[O:10])[CH:11]=[CH:12][c:23]2[c:22]([O:21][CH3:20])[cH:29][c:28]([O:30][CH3:31])[cH:27][c:26]2[O:32][CH3:33])[cH:15][cH:16]1. Starting materials: O1C(COC2CC(N(C(C2)(C)C)C)(C)C)C1 (4-(2,3-epoxypropoxy)-1,2,2,6,6-pentamethylpiperidine), C(C=C)(=O)O (acrylic acid), ice water. Reagents/catalysts: [Br-].C(C)[P+](C1=CC=CC=C1)(C1=CC=CC=C1)C1=CC=CC=C1 (ethyltriphenylphosphonium bromide). Run in C=1(C(=CC=CC1)C)C (xylene). The product is C(C=C)(=O)OCC(COC1CC(N(C(C1)(C)C)C)(C)C)O (4-(3-Acryloxy-2-hydroxypropoxy)-1,2,2,6,6-pentamethylpiperidine). Yield: 43.0%. As a reaction SMILES: [O:1]1[CH2:16][CH:2]1[CH2:3][O:4][CH:5]1[CH2:10][C:9]([CH3:12])([CH3:11])[N:8]([CH3:13])[C:7]([CH3:15])([CH3:14])[CH2:6]1.[C:17]([OH:21])(=[O:20])[CH:18]=[CH2:19]>[Br-].C([P+](C1C=CC=CC=1)(C1C=CC=CC=1)C1C=CC=CC=1)C.C1(C)C(C)=CC=CC=1>[C:17]([O:21][CH2:16][CH:2]([OH:1])[CH2:3][O:4][CH:5]1[CH2:6][C:7]([CH3:14])([CH3:15])[N:8]([CH3:13])[C:9]([CH3:12])([CH3:11])[CH2:10]1)(=[O:20])[CH:18]=[CH2:19] |f:2.3|. Procedure: 375 g (1.65 mol) of 4-(2,3-epoxypropoxy)-1,2,2,6,6-pentamethylpiperidine (=A1a) in 1.51 of xylene are introduced under argon into a 2.5 l sulfonation flask fitted with magnetic stirrer, thermometer and condenser. 108 g (1.5 mol) of acrylic acid and 27.8 g (75 mmol) of ethyltriphenylphosphonium bromide are added. The reactants are allowed to react at 70° C. for 18 hours. The cooled product is poured into ice water, and the organic phase is separated off, washed twice with 1N sodium hydroxide solu... As a reaction SMILES: [N:1]1[CH:6]=[CH:5][C:4]([C:7]2[N:11]=[C:10]([C@@H:12]3[CH2:16][CH2:15][C@H:14]([CH2:17][OH:18])[CH2:13]3)[O:9][N:8]=2)=[CH:3][CH:2]=1.[H-].[Na+].Br[CH2:22][CH2:23][CH2:24][CH3:25]>C1COCC1.[I-].C([N+](CCCC)(CCCC)CCCC)CCC>[CH2:22]([O:18][CH2:17][C@@H:14]1[CH2:15][CH2:16][C@H:12]([C:10]2[O:9][N:8]=[C:7]([C:4]3[CH:3]=[CH:2][N:1]=[CH:6][CH:5]=3)[N:11]=2)[CH2:13]1)[CH2:23][CH2:24][CH3:25] |f:1.2,5.6|. Reported procedure: A solution of cis-[3-(3-pyridin-4-yl-[1,2,4]oxadiazol-5-yl)cyclopentyl]methanol (Preparation 5, 40 mg, 0.116 mmol) in anhydrous THF (2 ml) was treated with sodium hydride (23 mg of a 60% dispersion in oil, 0.57 mmol) and tetrabutylammonium iodide (6 mg, 16 μmol). After stirring the mixture at rt for 10 min, 1-bromobutane (59 μl, 0.65 mmol) was introduced and stirring continued for 72 h. The solvent was removed in vacuo, the residue dissolved in CH2Cl2 (20 ml) and washed with water (2×5 ml). The ... Product: IH-EtOAc, C(CCC)OC[C@H]1C[C@H](CC1)C1=NC(=NO1)C1=CC=NC=C1 (cis-4-[5-(3-Butoxymethylcyclopentyl)-[1,2,4]oxadiazol-3-yl]pyridine). Run at time 10 minute. Solvent: C1CCOC1 (THF). Reagents/catalysts: [I-].C(CCC)[N+](CCCC)(CCCC)CCCC (tetrabutylammonium iodide). The reactants are BrCCCC (1-bromobutane), N1=CC=C(C=C1)C1=NOC(=N1)[C@H]1C[C@H](CC1)CO (cis-[3-(3-pyridin-4-yl-[1,2,4]oxadiazol-5-yl)cyclopentyl]methanol), [H-].[Na+] (sodium hydride). Starting materials: ice water, COC=1C=C(C(=O)O)C=CC1C(C)(C)C (3-methoxy-4-tert-butylbenzoic acid), CC(=O)[O-].[Na+] (NaOAc), BrBr (Br2). Solvent: CC(=O)O (HOAc). Conditions: temperature 50 celsius. Product: BrC1=CC(=C(C=C1C(=O)O)OC)C(C)(C)C (6-bromo-4-tert-butyl-3-methoxybenzoic acid). RXN SMILES: [CH3:1][O:2][C:3]1[CH:4]=[C:5]([CH:9]=[CH:10][C:11]=1[C:12]([CH3:15])([CH3:14])[CH3:13])[C:6]([OH:8])=[O:7].CC([O-])=O.[Na+].[Br:21]Br>CC(O)=O>[Br:21][C:9]1[C:5]([C:6]([OH:8])=[O:7])=[CH:4][C:3]([O:2][CH3:1])=[C:11]([C:12]([CH3:15])([CH3:14])[CH3:13])[CH:10]=1 |f:1.2|. Reported procedure: step 1—To a solution of 3-methoxy-4-tert-butylbenzoic acid (1.0 eq, 48.02 mmol, 10.00 g and NaOAc (2.0 eq, 96.03 mmol, 7.88 g) in HOAc (75 mL) at RT was added dropwise Br2 (2.0 eq, 96.03 mmol, 4.94 mL). The resulting mixture was heated at 50° C. for 24 h, cooled to RT and poured into a mixture of ice-water. The slightly orange-colored solid was collected by suction filtration, washed with water, dried in the oven at 40° C. to afford 12.87 g of 6-bromo-4-tert-butyl-3-methoxybenzoic acid the produ... The reactants are C(C)OP(=O)(OCC)CC(=O)NNC=1C(N(C2=CC(=C(C=C2N1)N1C(=NC(=C1)C)C1=CC=CC=C1)C(F)(F)F)O)=O (3-[2-[(diethoxyphosphoryl)acetyl]hydrazino]-1-hydroxy-6-(4-methyl-2-phenyl-1H-imidazol-1-yl)-7-trifluoromethylquinoxalin-2(1H)-one), C1(=CC=CC=C1)P(C1=CC=CC=C1)C1=CC=CC=C1 (triphenylphosphine), C(C)(=O)O (acetic acid). The product is C(C)OC(C1=NN=C2N1C1=CC(=C(C=C1NC2=O)C(F)(F)F)N2C(=NC(=C2)C)C2=CC=CC=C2)=P(=O)O (1-(Ethoxy-hydroxy-phosphorylmethyl)-8-(4-methyl-2-phenyl-1H-imidazol-1-yl)-7-trifluoromethyl[1,2,4]triazolo[4,3-a]quinoxalin-4(5H)-one). RXN SMILES: C(O[P:4]([CH2:9][C:10]([NH:12][NH:13][C:14]1[C:15](=[O:41])[N:16](O)[C:17]2[C:22]([N:23]=1)=[CH:21][C:20]([N:24]1[CH:28]=[C:27]([CH3:29])[N:26]=[C:25]1[C:30]1[CH:35]=[CH:34][CH:33]=[CH:32][CH:31]=1)=[C:19]([C:36]([F:39])([F:38])[F:37])[CH:18]=2)=O)([O:6]CC)=[O:5])C.C1(P(C2C=CC=CC=2)C2C=CC=CC=2)C=CC=CC=1.[C:61](O)(=[O:63])[CH3:62]>>[CH2:61]([O:63][C:9](=[P:4]([OH:6])=[O:5])[C:10]1[N:23]2[C:22]3[C:17]([NH:16][C:15](=[O:41])[C:14]2=[N:13][N:12]=1)=[CH:18][C:19]([C:36]([F:39])([F:38])[F:37])=[C:20]([N:24]1[CH:28]=[C:27]([CH3:29])[N:26]=[C:25]1[C:30]1[CH:31]=[CH:32][CH:33]=[CH:34][CH:35]=1)[CH:21]=3)[CH3:62]. Procedure details: A solution of 3-[2-[(diethoxyphosphoryl)acetyl]hydrazino]-1-hydroxy-6-(4-methyl-2-phenyl-1H-imidazol-1-yl)-7-trifluoromethylquinoxalin-2(1H)-one (1.5 g, 2.5 mmol) and triphenylphosphine (1.3 g, 5 mmol) in 50 ml of glacial acetic acid was stirred overnight at 120° C.